This data is from the Open Reaction Database (ORD), a public repository of structured organic reaction records. The task is: describe an organic reaction: reactants, conditions, products, and yield The reactants are Br, Cn1c(=NC2CCNCC2)sc2ccccc21, CO, Cc1ccccc1, Clc1cccc(OCC2CO2)c1, [Na+], [Na+], O=C([O-])[O-]. Yields the product Cn1c(=NC2CCN(CC(O)COc3cccc(Cl)c3)CC2)sc2ccccc21. As a reaction SMILES: [BrH:13].[CH3:14][n:15]1[c:16](=[N:24][CH:25]2[CH2:26][CH2:27][NH:28][CH2:29][CH2:30]2)[s:17][c:18]2[c:19]1[cH:20][cH:21][cH:22][cH:23]2.[CH3:37][OH:38].[CH3:39][c:40]1[cH:41][cH:42][cH:43][cH:44][cH:45]1.[Cl:1][c:2]1[cH:3][c:4]([O:5][CH2:6][CH:7]2[O:8][CH2:9]2)[cH:10][cH:11][cH:12]1.[Na+:31].[Na+:32].[O-:33][C:34](=[O:35])[O-:36]>>[Cl:1][c:2]1[cH:3][c:4]([O:5][CH2:6][CH:7]([OH:8])[CH2:9][N:28]2[CH2:27][CH2:26][CH:25]([N:24]=[c:16]3[n:15]([CH3:14])[c:19]4[c:18]([s:17]3)[cH:23][cH:22][cH:21][cH:20]4)[CH2:30][CH2:29]2)[cH:10][cH:11][cH:12]1. The reactants are Cc1cc(NC(=O)OC(C)(C)C)c(NC(=O)CC(=O)c2cccc(-n3ccnn3)c2)cc1C(F)(F)F, ClCCl, O=C(O)C(F)(F)F. Product: Cc1cc2c(cc1C(F)(F)F)NC(=O)CC(c1cccc(-n3ccnn3)c1)=N2. RXN SMILES: [C:1]([O:2][C:3](=[O:4])[NH:7][c:8]1[c:9]([NH:19][C:20]([CH2:21][C:22](=[O:5])[c:23]2[cH:24][c:25](-[n:29]3[n:30][n:31][cH:32][cH:33]3)[cH:26][cH:27][cH:28]2)=[O:35])[cH:10][c:11]([C:15]([F:16])([F:17])[F:18])[c:12]([CH3:14])[cH:13]1)([CH3:6])([CH3:34])[CH3:36].[Cl:44][CH2:45][Cl:46].[F:37][C:38]([F:39])([F:40])[C:41]([OH:42])=[O:43]>>[N:7]1=[C:22]([c:23]2[cH:24][c:25](-[n:29]3[n:30][n:31][cH:32][cH:33]3)[cH:26][cH:27][cH:28]2)[CH2:21][C:20](=[O:35])[NH:19][c:9]2[c:8]1[cH:13][c:12]([CH3:14])[c:11]([C:15]([F:16])([F:17])[F:18])[cH:10]2. Starting materials: N1C=CC2=CC(=CC=C12)C#N (1H-indole-5-carbonitrile), C(C)(=O)C1=CN(C2=CC=C(C=C12)OC(F)(F)F)CC(=O)O ((3-acetyl-5-trifluoromethoxy-indol-1-yl)-acetic acid). The product is C(C)(=O)C1=CN(C2=CC=C(C=C12)C#N)CC(=O)O ((3-Acetyl-5-cyano-indol-1-yl)-acetic acid). As a reaction SMILES: [NH:1]1C2C(=CC(C#N)=CC=2)C=[CH:2]1.[C:12]([C:15]1[C:23]2[C:18](=[CH:19][CH:20]=[C:21](OC(F)(F)F)[CH:22]=2)[N:17]([CH2:29][C:30]([OH:32])=[O:31])[CH:16]=1)(=[O:14])[CH3:13]>>[C:12]([C:15]1[C:23]2[C:18](=[CH:19][CH:20]=[C:21]([C:2]#[N:1])[CH:22]=2)[N:17]([CH2:29][C:30]([OH:32])=[O:31])[CH:16]=1)(=[O:14])[CH3:13]. Procedure details: was prepared from 1H-indole-5-carbonitrile in a similar manner as described in Scheme A13 for the preparation of (3-acetyl-5-trifluoromethoxy-indol-1-yl)-acetic acid. MS (LC/MS): 241.2 [M−H]−; 243.2 [M+H]+; tR (HPLC conditions a): 2.62 min. Procedure details: A suspension of 1-(4-n-Hexyloxybenzoyl)-2-(4-methoxycarbonylbenzoyl)hydrazine (1.00 g) in phosphorus oxychloride (5 ml) was refluxed for 1 hour. After cooling, the solution was concentrated under reduced pressure. The residue was poured into ice-water and extracted with dichloromethane. The organic layer was washed with water, brine and dried over magnesium sulfate. The solvents were removed under reduced pressure. The residue was triturated with acetonitrile, collected by filtration and dried u... Reaction SMILES: [CH2:1]([O:7][C:8]1[CH:29]=[CH:28][C:11]([C:12]([NH:14][NH:15][C:16](=O)[C:17]2[CH:22]=[CH:21][C:20]([C:23]([O:25][CH3:26])=[O:24])=[CH:19][CH:18]=2)=[O:13])=[CH:10][CH:9]=1)[CH2:2][CH2:3][CH2:4][CH2:5][CH3:6]>P(Cl)(Cl)(Cl)=O>[CH2:1]([O:7][C:8]1[CH:9]=[CH:10][C:11]([C:12]2[O:13][C:16]([C:17]3[CH:18]=[CH:19][C:20]([C:23]([O:25][CH3:26])=[O:24])=[CH:21][CH:22]=3)=[N:15][N:14]=2)=[CH:28][CH:29]=1)[CH2:2][CH2:3][CH2:4][CH2:5][CH3:6]. The yield is 79.7%. The solvent is P(=O)(Cl)(Cl)Cl (phosphorus oxychloride). The product is C(CCCCC)OC1=CC=C(C=C1)C1=NN=C(O1)C1=CC=C(C(=O)OC)C=C1 (Methyl 4-[5-(4-n-hexyloxyphenyl)-1,3,4-oxadiazole-2-yl]benzoate). Starting materials: C(CCCCC)OC1=CC=C(C(=O)NNC(C2=CC=C(C=C2)C(=O)OC)=O)C=C1 (1-(4-n-Hexyloxybenzoyl)-2-(4-methoxycarbonylbenzoyl)hydrazine). Reaction SMILES: [Cl:1][C:2]1[C:3]([CH:8]([NH2:22])[C:9]2[CH:14]=[CH:13][C:12]([O:15][C:16]3[CH:21]=[CH:20][CH:19]=[CH:18][CH:17]=3)=[CH:11][CH:10]=2)=[N:4][CH:5]=[CH:6][N:7]=1.CCN(C(C)C)C(C)C.CN(C(ON1N=N[C:42]2[CH:43]=[CH:44][CH:45]=[CH:46][C:41]1=2)=[N+](C)C)C.[B-](F)(F)(F)F.CN(C=[O:58])C>>[Cl:1][C:2]1[C:3]([CH:8]([NH:22][C:41]([CH:46]2[CH2:42][CH2:43][CH2:44][CH2:45]2)=[O:58])[C:9]2[CH:10]=[CH:11][C:12]([O:15][C:16]3[CH:21]=[CH:20][CH:19]=[CH:18][CH:17]=3)=[CH:13][CH:14]=2)=[N:4][CH:5]=[CH:6][N:7]=1 |f:2.3|. Procedure details: In a 10 mL flask were added C-(3-chloropyrazin-2-yl)-C-(4-phenoxyphenyl)-methylamine (75 mg, 0.24 mmol), DIEA (0.38 mL, 0.0022 mol), TBTU (0.12 g, 0.00036 mol) and DMF (4 mL, 0.05 mol) and the reaction mixture is stirred at rt overnight. Reaction mixture was concentrated in vacuo and washed with sat NaHCO3, brine extracting with DCM. The organic layer was concentrated to give a dark yellow solid. Purification by prep TLC using 50% EtOAc: hexanes afforded 80 mg of the title compound as an off whi... Starting materials: ClC=1C(=NC=CN1)C(C1=CC=C(C=C1)OC1=CC=CC=C1)N (C-(3-chloropyrazin-2-yl)-C-(4-phenoxyphenyl)-methylamine), CCN(C(C)C)C(C)C (DIEA), CN(C)C(=[N+](C)C)ON1C2=C(C=CC=C2)N=N1.[B-](F)(F)(F)F (TBTU), CN(C)C=O (DMF). The yield is 81.7%. Run at time 8 hour. The product is ClC=1C(=NC=CN1)C(C1=CC=C(C=C1)OC1=CC=CC=C1)NC(=O)C1CCCC1 (Cyclopentanecarboxylic acid [(3-chloropyrazin-2-yl)-(4-phenoxyphenyl)-methyl]-amide). Run in CCOCC (Et2O). The yield is 37.9%. Conditions: time 5 hour. Starting materials: CC1=C2C=CNC2=CC(=C1)C (4,6-Dimethylindole), C(C(=O)Cl)(=O)Cl (oxalyl chloride). The product is OCCC1=CNC2=CC(=CC(=C12)C)C (3-(2-hydroxyethyl)-4,6-dimethylindole). Reaction SMILES: [CH3:1][C:2]1[CH:10]=[C:9]([CH3:11])[CH:8]=[C:7]2[C:3]=1[CH:4]=[CH:5][NH:6]2.[C:12](Cl)(=O)[C:13](Cl)=[O:14]>CCOCC>[OH:14][CH2:13][CH2:12][C:4]1[C:3]2[C:7](=[CH:8][C:9]([CH3:11])=[CH:10][C:2]=2[CH3:1])[NH:6][CH:5]=1. Procedure details: 4,6-Dimethylindole (130 g) was dissolved in Et2O (130 ml), and oxalyl chloride (23.0 g) was dropwise added at 0° C. The mixture was stirred at room temperature for 5 hr, and Et2O was evaporated under reduced pressure. EtOH (200 ml) was added to the residue and the mixture was stirred at room temperature for 15 hr. EtOH was evaporated under reduced pressure. The residue was dissolved in CHCl3 (200 ml). After washing with water, the mixture was dried over anhydrous sodium sulfate. CHCl3 was evapor...